describe an organic reaction: reactants, conditions, products, and yield From a dataset of the Open Reaction Database (ORD), a public repository of structured organic reaction records. The product is CCOc1cccc(-n2c(N3CCNCC3)c(C=O)c3ccccc32)c1. As a reaction SMILES: [CH2:22]1[CH2:23][NH:24][CH2:25][CH2:26][NH:27]1.[Cl:1][c:2]1[n:3](-[c:13]2[cH:14][c:15]([O:19][CH2:20][CH3:21])[cH:16][cH:17][cH:18]2)[c:4]2[cH:5][cH:6][cH:7][cH:8][c:9]2[c:10]1[CH:11]=[O:12]>>[c:2]1([N:24]2[CH2:23][CH2:22][NH:27][CH2:26][CH2:25]2)[n:3](-[c:13]2[cH:14][c:15]([O:19][CH2:20][CH3:21])[cH:16][cH:17][cH:18]2)[c:4]2[cH:5][cH:6][cH:7][cH:8][c:9]2[c:10]1[CH:11]=[O:12]. Starting materials: C1CNCCN1, CCOc1cccc(-n2c(Cl)c(C=O)c3ccccc32)c1. Reactants: CO (MeOH), COC1=CC=C(C=N1)NC1=NC=C(C(=N1)C#CC1=C(C=CC=C1)C1(CC1)C(=O)N)C(F)(F)F (1-(2-((2-((6-methoxypyridin-3-yl)amino)-5-(trifluoromethyl)pyrimidin-4-yl)ethynyl)phenyl)cyclopropanecarboxamide), alkyne. Reagents/catalysts: [Pd] (Pd/C), [Pd] (Pd/C). Run in CCOC(=O)C (EtOAc), CCOC(=O)C (EtOAc). Product: COC1=CC=C(C=N1)NC1=NC=C(C(=N1)CCC1=C(C=CC=C1)C1(CC1)C(=O)N)C(F)(F)F (1-(2-(2-(2-((6-Methoxypyridin-3-yl)amino)-5-(trifluoromethyl)pyrimidin-4-yl)ethyl)phenyl)cyclopropanecarboxamide). The yield is 56.0%. RXN SMILES: [CH3:1][O:2][C:3]1[N:8]=[CH:7][C:6]([NH:9][C:10]2[N:15]=[C:14]([C:16]#[C:17][C:18]3[CH:23]=[CH:22][CH:21]=[CH:20][C:19]=3[C:24]3([C:27]([NH2:29])=[O:28])[CH2:26][CH2:25]3)[C:13]([C:30]([F:33])([F:32])[F:31])=[CH:12][N:11]=2)=[CH:5][CH:4]=1.CO>CCOC(C)=O.[Pd]>[CH3:1][O:2][C:3]1[N:8]=[CH:7][C:6]([NH:9][C:10]2[N:15]=[C:14]([CH2:16][CH2:17][C:18]3[CH:23]=[CH:22][CH:21]=[CH:20][C:19]=3[C:24]3([C:27]([NH2:29])=[O:28])[CH2:26][CH2:25]3)[C:13]([C:30]([F:32])([F:33])[F:31])=[CH:12][N:11]=2)=[CH:5][CH:4]=1. Reported procedure: A solution of 1-(2-((2-((6-methoxypyridin-3-yl)amino)-5-(trifluoromethyl)pyrimidin-4-yl)ethynyl)phenyl)cyclopropanecarboxamide A73 (0.229 g, 0.505 mmol) in EtOAc (20 mL) was stirred over 10% Pd/C (wetted with ca. 53% water, 0.150 g) under an atmosphere of hydrogen for 16 hours. The mixture was filtered through Celite and the solvent was removed in vacuo. Purification by column chromatography (Biotage Isolera, 40 g SiO2, 0-80% EtOAc in petroleum benzine 40-60° C.) gave an off-white solid contamin... Reactants: S(O)(O)(=O)=O (sulfuric acid), COC=1C=C2C(=NNC2=CC1OC)C(=O)NN (5,6-dimethoxyindazole-3-carboxylic acid hydrazide), [N+](=O)([O-])C1=CC=C(C(CC(=O)[O-])CC(=O)[O-])O1 (5-nitrofurfurylidenediacetate), C(C)O (ethanol). The solvent is CN(C=O)C (dimethylformamide). Run at time 24 hour. Product: [N+](=O)([O-])C1=CC=C(C=NNC(=O)C2=NNC3=CC(=C(C=C23)OC)OC)O1 (5,6-dimethoxyindazole-3-carboxylic acid-(5'-nitro-furfurylidene)-hydrazide). Yield: 70.0%. RXN SMILES: S(=O)(=O)(O)O.[N+:6]([C:9]1[O:22][C:12]([CH:13](CC([O-])=O)CC([O-])=O)=[CH:11][CH:10]=1)([O-:8])=[O:7].C(O)C.[CH3:26][O:27][C:28]1[CH:29]=[C:30]2[C:34](=[CH:35][C:36]=1[O:37][CH3:38])[NH:33][N:32]=[C:31]2[C:39]([NH:41][NH2:42])=[O:40]>CN(C)C=O>[N+:6]([C:9]1[O:22][C:12]([CH:13]=[N:42][NH:41][C:39]([C:31]2[C:30]3[C:34](=[CH:35][C:36]([O:37][CH3:38])=[C:28]([O:27][CH3:26])[CH:29]=3)[NH:33][N:32]=2)=[O:40])=[CH:11][CH:10]=1)([O-:8])=[O:7]. Procedure details: 5 ml. of concentrated sulfuric acid are added dropwise to the suspension of 6 g. of 5-nitrofurfurylidenediacetate in 100 ml. of ethanol, and the mixture is stirred for 10 to 30 minutes at 50°C. Thereafter a solution of 6 g. of 5,6-dimethoxyindazole-3-carboxylic acid hydrazide in 100 ml. of dimethylformamide is added, and the mixture is allowed to stand at room temperature for 24 hours. 6.3 g. (70 %) of 5,6-dimethoxyindazole-3-carboxylic acid-(5'-nitro-furfurylidene)-hydrazide are obtained; m.p.:... Product: CC1CC(CO)CN1c1ccc(C#N)c2ccccc12. RXN SMILES: [C:23](=[O:24])([O-:25])[O-:26].[CH3:15][CH:16]1[CH2:17][CH:18]([CH2:21][OH:22])[CH2:19][NH:20]1.[CH3:29][S:30]([CH3:31])=[O:32].[ClH:14].[F:1][c:2]1[cH:3][cH:4][c:5]([C:12]#[N:13])[c:6]2[cH:7][cH:8][cH:9][cH:10][c:11]12.[K+:27].[K+:28].[OH2:33]>>[c:2]1([N:20]2[CH:16]([CH3:15])[CH2:17][CH:18]([CH2:21][OH:22])[CH2:19]2)[cH:3][cH:4][c:5]([C:12]#[N:13])[c:6]2[cH:7][cH:8][cH:9][cH:10][c:11]12. Reactants: O=C([O-])[O-], CC1CC(CO)CN1, CS(C)=O, Cl, N#Cc1ccc(F)c2ccccc12, [K+], [K+], O.